From a dataset of the Open Reaction Database (ORD), a public repository of structured organic reaction records. describe an organic reaction: reactants, conditions, products, and yield The reactants are ClC1=C(C=C2CC(C(C2=C1Cl)=O)(CC#C[Si](C)(C)C)C1=CC=C(C=C1)Cl)OCC(=O)OCC (ethyl [6,7-dichloro-1-oxo-2-(p-chlorophenyl)-2-(3-(trimethylsilyl)-2-propynyl)-5-indanyloxy]acetate), [OH-].[Na+] (sodium hydroxide). Run in C(C)O (ethanol). Yields the product ClC1=C(C=C2CC(C(C2=C1Cl)=O)(CC#C)C1=CC=C(C=C1)Cl)OCC(=O)O ([6,7-Dichloro-1-oxo-2-(p-chlorophenyl)-2-propargyl-5-indanyloxy]acetic Acid). As a reaction SMILES: [Cl:1][C:2]1[C:10]([Cl:11])=[C:9]2[C:5]([CH2:6][C:7]([C:20]3[CH:25]=[CH:24][C:23]([Cl:26])=[CH:22][CH:21]=3)([CH2:13][C:14]#[C:15][Si](C)(C)C)[C:8]2=[O:12])=[CH:4][C:3]=1[O:27][CH2:28][C:29]([O:31]CC)=[O:30].[OH-].[Na+]>C(O)C>[Cl:1][C:2]1[C:10]([Cl:11])=[C:9]2[C:5]([CH2:6][C:7]([C:20]3[CH:25]=[CH:24][C:23]([Cl:26])=[CH:22][CH:21]=3)([CH2:13][C:14]#[CH:15])[C:8]2=[O:12])=[CH:4][C:3]=1[O:27][CH2:28][C:29]([OH:31])=[O:30] |f:1.2|. Procedure details: Desilylation and hydrolysis of ethyl [6,7-dichloro-1-oxo-2-(p-chlorophenyl)-2-(3-(trimethylsilyl)-2-propynyl)-5-indanyloxy]acetate with sodium hydroxide in ethanol according to the procedure of Example 1, STEP (c), affords the title compound, m.p. 200°-201°. The reactants are CC(C)c1cc2c(=O)n3cc(C(N)=O)ccc3nc2s1, ClC(Cl)Cl, O=P(Cl)(Cl)Cl. Yields the product CC(C)c1cc2c(=O)n3cc(C#N)ccc3nc2s1. Reaction SMILES: [CH3:1][CH:2]([CH3:3])[c:4]1[cH:5][c:6]2[c:7]([n:8][c:9]3[n:10]([c:11]2=[O:12])[cH:13][c:14]([C:17](=[O:18])[NH2:19])[cH:15][cH:16]3)[s:20]1.[CH:21]([Cl:22])([Cl:23])[Cl:24].[P:25]([Cl:26])([Cl:27])([Cl:28])=[O:29]>>[CH3:1][CH:2]([CH3:3])[c:4]1[cH:5][c:6]2[c:7]([n:8][c:9]3[n:10]([c:11]2=[O:12])[cH:13][c:14]([C:17]#[N:19])[cH:15][cH:16]3)[s:20]1.